Dataset: the Open Reaction Database (ORD), a public repository of structured organic reaction records. Task: describe an organic reaction: reactants, conditions, products, and yield Starting materials: CCOC(=O)c1csc(Br)c1, C1CCOC1, CC1(C)CCC(C)(C)c2cc3cc(Br)ccc3cc21, [Cl-], [Cl-], [Mg], O, [Zn+2]. Yields the product CCOC(=O)c1csc(-c2ccc3cc4c(cc3c2)C(C)(C)CCC4(C)C)c1. Reaction SMILES: [Br:21][c:22]1[s:23][cH:24][c:25]([C:27](=[O:28])[O:29][CH2:30][CH3:31])[cH:26]1.[CH2:33]1[O:34][CH2:35][CH2:36][CH2:37]1.[CH3:1][C:2]1([CH3:19])[c:3]2[cH:4][c:5]3[cH:6][cH:7][c:8]([Br:18])[cH:9][c:10]3[cH:11][c:12]2[C:13]([CH3:16])([CH3:17])[CH2:14][CH2:15]1.[Cl-:38].[Cl-:40].[Mg:20].[OH2:32].[Zn+2:39]>>[CH3:1][C:2]1([CH3:19])[c:3]2[cH:4][c:5]3[cH:6][cH:7][c:8](-[c:22]4[s:23][cH:24][c:25]([C:27](=[O:28])[O:29][CH2:30][CH3:31])[cH:26]4)[cH:9][c:10]3[cH:11][c:12]2[C:13]([CH3:16])([CH3:17])[CH2:14][CH2:15]1.